The task is: describe an organic reaction: reactants, conditions, products, and yield. This data is from the Open Reaction Database (ORD), a public repository of structured organic reaction records. Starting materials: CC(C)(C)OC(=O)N1CCN(c2ccc3c(ccn3[Si](C)(C)C(C)(C)C)c2)C(Cc2ccccc2)C1, CCCC[N+](CCCC)(CCCC)CCCC, C1CCOC1, [F-]. Yields the product CC(C)(C)OC(=O)N1CCN(c2ccc3[nH]ccc3c2)C(Cc2ccccc2)C1. RXN SMILES: [C:1]([CH3:2])([CH3:3])([CH3:4])[O:5][C:6](=[O:7])[N:8]1[CH2:9][CH:10]([CH2:30][c:31]2[cH:32][cH:33][cH:34][cH:35][cH:36]2)[N:11]([c:14]2[cH:15][c:16]3[cH:17][cH:18][n:19]([Si:23]([C:24]([CH3:25])([CH3:26])[CH3:27])([CH3:28])[CH3:29])[c:20]3[cH:21][cH:22]2)[CH2:12][CH2:13]1.[CH2:38]([N+:39]([CH2:40][CH2:41][CH2:42][CH3:43])([CH2:44][CH2:45][CH2:46][CH3:47])[CH2:48][CH2:49][CH2:50][CH3:51])[CH2:52][CH2:53][CH3:54].[CH2:55]1[O:56][CH2:57][CH2:58][CH2:59]1.[F-:37]>>[C:1]([CH3:2])([CH3:3])([CH3:4])[O:5][C:6](=[O:7])[N:8]1[CH2:9][CH:10]([CH2:30][c:31]2[cH:32][cH:33][cH:34][cH:35][cH:36]2)[N:11]([c:14]2[cH:15][c:16]3[cH:17][cH:18][nH:19][c:20]3[cH:21][cH:22]2)[CH2:12][CH2:13]1. The reactants are C12=C(CCCC1)C(=O)OC2=O (1-cyclohexene-1,2-dicarboxylic anhydride), ClC12C3C(C(C(=C1Cl)Cl)(C2(Cl)Cl)Cl)C(=O)OC3=O (1,4,5,6,7,7-hexachloro-5-norbornene-2,3-dicarboxylic anhydride), C12C3C(C(CC1)C2)C(=O)OC3=O (norbornane-2,3-dicarboxylic anhydride), C12C3C(C(C=C1)C2)C(=O)OC3=O (5-norbornene-2,3-dicarboxylic anhydride), CC=1C2C3C(C(C1)C2)C(=O)OC3=O (5-methyl-5-norbornene-2,3-dicarboxylic anhydride), C12C(CCCC1)C(=O)OC2=O (cyclohexane-1,2-dicarboxylic anhydride), C1(\C(\C)=C/C(=O)O1)=O (citraconic anhydride), CC=1CC2C(CC1)C(=O)OC2=O (4-methyl-4-cyclohexene-1,2-dicarboxylic anhydride). The product is O1CCCC2=C1C=CC=C2 (3,4-dihydro-2H-benzopyran). Reaction SMILES: [C:1]12[C:10](=O)OC(=O)[C:2]=1[CH2:3][CH2:4][CH2:5][CH2:6]2.C12C(=O)O[C:18](=[O:19])[CH:13]1CCCC2.C1(=O)OC(=O)C=C1C.C12CC(CC1)C1C(OC(=O)C21)=O.ClC12C(Cl)(Cl)C(Cl)(C(Cl)=C1Cl)C1C(OC(=O)C21)=O.CC1CC2C(=O)OC(=O)C2CC=1.CC1C2CC(C=1)C1C(OC(=O)C21)=O.C12CC(C=C1)C1C(OC(=O)C21)=O>>[O:19]1[C:2]2[CH:3]=[CH:4][CH:5]=[CH:6][C:1]=2[CH2:10][CH2:13][CH2:18]1. Reported procedure: The same reaction and isolation procedures as Synthesis Example 85 were followed except that 1.52 g of 1-cyclohexene-1,2-dicarboxylic anhydride, 1.54 g of cyclohexane-1,2-dicarboxylic anhydride, 1.12 g of citraconic anhydride, 1.66 g of norbornane-2,3-dicarboxylic anhydride, 3.71 g of 1,4,5,6,7,7-hexachloro-5-norbornene-2,3-dicarboxylic anhydride, 1.66 g of 4-methyl-4-cyclohexene-1,2-dicarboxylic anhydride or 1.78 g of 5-methyl-5-norbornene-2,3-dicarboxylic anhydride was used in lieu of 1.64 g o... The reactants are IC1=CC=NC=C1 (4-iodopyridine), BrC=1C=C(C=CC1)/C(=N\S(=O)C(C)(C)C)/C=1C(=NC=CC1)C#N (N-[(1E)-(3-Bromophenyl)(2-cyanopyridin-3-yl)methylene]-2-methylpropane-2-sulfinamide), C(C)(C)(C)[Li] (tert-Butyllithium). The solvent is C1CCOC1 (THF), C1CCOC1 (THF), C1CCOC1 (THF). Reaction conditions: temperature -100 celsius, time 5 minute. Yields the product BrC=1C=C(C=CC1)C1(N=C(C2=NC=CC=C21)N)C2=CC=NC=C2 (5-(3-Bromophenyl)-5-pyridin-4-yl-5H-pyrrolo[3,4-b]pyridin-7-amine). Yield: 69.0%. Reaction SMILES: C([Li])(C)(C)C.I[C:7]1[CH:12]=[CH:11][N:10]=[CH:9][CH:8]=1.[Br:13][C:14]1[CH:15]=[C:16](/[C:20](/[C:28]2[C:29]([C:34]#[N:35])=[N:30][CH:31]=[CH:32][CH:33]=2)=[N:21]\S(C(C)(C)C)=O)[CH:17]=[CH:18][CH:19]=1>C1COCC1>[Br:13][C:14]1[CH:15]=[C:16]([C:20]2([C:7]3[CH:12]=[CH:11][N:10]=[CH:9][CH:8]=3)[C:28]3[C:29](=[N:30][CH:31]=[CH:32][CH:33]=3)[C:34]([NH2:35])=[N:21]2)[CH:17]=[CH:18][CH:19]=1. Reported procedure: tert-Butyllithium (1.5 M solution in pentane, 2.15 mL) was diluted with anhydrous THF (10 mL) at −100° C. under an atmosphere of argon. To this was added dropwise a solution of 4-iodopyridine (330 mg, 1.773 mmol) in anhydrous THF (8 ml,), the mixture was stirred at −100° C. for 5 min and then a solution of N-[(1E)-(3-bromophenyl)(2-cyanopyridin-3-yl)methylene]-2-methylpropane-2-sulfinamide (Example 2, 629 mg, 1.612 mmol) in THF (10 mL) was added dropwise while maintaining the temperature at or b... Run at time 3 hour. Reported procedure: 4-Nitrophenyl isocyanate (45 grams, 0.27 mol) was added dropwise to a solution of ethanolamine (16.7 grams, 0.27 mol) in THF (200 mL) with stirring. After the addition was complete, stirring was continued for three hours. The precipitate was filtered off and washed repeatedly with THF. N-(2-hydroxypropyl)-N'-(4-nitrophenyl) urea was prepared similarly using amino-2-propanol. This product was used in cases where a secondary alcohol was required at the acceptor end of the dye. Reaction SMILES: [N+:1]([C:4]1[CH:9]=[CH:8][C:7]([N:10]=[C:11]=[O:12])=[CH:6][CH:5]=1)([O-:3])=[O:2].[CH2:13]([CH2:15][NH2:16])[OH:14].[CH2:17]1COCC1>>[OH:14][CH:13]([CH3:17])[CH2:15][NH:16][C:11]([NH:10][C:7]1[CH:6]=[CH:5][C:4]([N+:1]([O-:3])=[O:2])=[CH:9][CH:8]=1)=[O:12]. Starting materials: [N+](=O)([O-])C1=CC=C(C=C1)N=C=O (4-Nitrophenyl isocyanate), C(O)CN (ethanolamine), C1CCOC1 (THF), secondary alcohol. The product is OC(CNC(=O)NC1=CC=C(C=C1)[N+](=O)[O-])C (N-(2-hydroxypropyl)-N'-(4-nitrophenyl) urea). Reactants: CN1C(=C(C(=C1)C)NC1=C(C=CC=C1)[N+](=O)[O-])C(=O)OCC (ethyl 1,4-dimethyl-3-(2-nitrophenyl)amino-1H-pyrrole-2-carboxylate), O.NN (hydrazine hydrate). Reagents/catalysts: [Ni] (Raney nickel), [Ni] (Raney nickel). Solvent: C(C)O (ethanol), C(C)O (ethanol). Reaction conditions: time 45 minute. Product: NC1=C(C=CC=C1)NC1=C(N(C=C1C)C)C(=O)OCC (Ethyl 3-(2-aminophenyl)amino-1,4-dimethyl-1H-pyrrole-2-carboxylate). The yield is 80.5%. RXN SMILES: [CH3:1][N:2]1[CH:6]=[C:5]([CH3:7])[C:4]([NH:8][C:9]2[CH:14]=[CH:13][CH:12]=[CH:11][C:10]=2[N+:15]([O-])=O)=[C:3]1[C:18]([O:20][CH2:21][CH3:22])=[O:19].O.NN>[Ni].C(O)C>[NH2:15][C:10]1[CH:11]=[CH:12][CH:13]=[CH:14][C:9]=1[NH:8][C:4]1[C:5]([CH3:7])=[CH:6][N:2]([CH3:1])[C:3]=1[C:18]([O:20][CH2:21][CH3:22])=[O:19] |f:1.2|. Procedure details: A suspension of Raney nickel in ethanol is added to a warm solution (50° C.) of 80 g of ethyl 1,4-dimethyl-3-(2-nitrophenyl)amino-1H-pyrrole-2-carboxylate and 30 ml of hydrazine hydrate in 2 l of ethanol in such portions that a temperature of 70° C. is not exceeded. After 45 minutes nitrogen evolution is no longer observed when Raney nickel is added. The Raney nickel is filtered off hot and is washed with ethanol. After concentration of the filtrate, 58 g (82%) of the title compound of m.p. 90° ... The reactants are C(C=1C(O)=CC=CC1)(=O)OCC (ethyl salicylate), CC(=CCBr)C (3,3-dimethylallyl bromide), C([O-])([O-])=O.[K+].[K+] (potassium carbonate). Solvent: CC(CC)=O (2-butanone). Yields the product CC(=CCOC1=C(C(=O)O)C=CC=C1)C (2-(3-Methyl-but-2-enyloxy)-benzoic acid). Reaction SMILES: [C:1]([O:10]CC)(=[O:9])[C:2]1[C:3](=[CH:5][CH:6]=[CH:7][CH:8]=1)[OH:4].[CH3:13][C:14]([CH3:18])=[CH:15][CH2:16]Br.C(=O)([O-])[O-].[K+].[K+]>CC(=O)CC>[CH3:13][C:14]([CH3:18])=[CH:15][CH2:16][O:4][C:3]1[CH:5]=[CH:6][CH:7]=[CH:8][C:2]=1[C:1]([OH:10])=[O:9] |f:2.3.4|. Procedure: The reaction of ethyl salicylate and 3,3-dimethylallyl bromide in 2-butanone in the presence of potassium carbonate was performed as described in Example 2 to give 2-(3-Methyl-but-2-enyloxy)-benzoic acid as white powder. 1H-NMR (400 MHz, d6-DMSO): 12.50 (s, —CO2H); 7.55 (m, 1 arom. H); 7.41 (m, 1 arom. H); 7.07 (m, 1 arom. H); 6.92 (m, 1 arom. H); 5.36 (m, CH═C(CH3)2); 4.54 (d-like, CH2CH═C(CH3)2); 1.72, 1.68 (2s, CH═C(CH3)2). 13C-NMR (100 MHz, d6-DMSO): 167.42 (C═O); 157.06; 136.97; 132.70; 130... Reactants: BrC=1C=C2C3=C(C(N(C(C3=CC=C2N2CCCC2)=O)O)=O)C1 (5-Bromo-2-hydroxy-7-(pyrrolidin-1-yl)-benzo[de]isoquinoline-1,3-dione), C1CC(=O)N(C1=O)Cl (NCS), O (water). Run in C(C)(=O)O (acetic acid). Yields the product BrC1=CC=2C3=C(C(NC(C3=C1)=O)=O)C=C(C2N2CCCC2)Cl (8-Bromo-5-chloro-6-(pyrrolidin-1-yl)-benzo[de]isoquinoline-1,3-dione). Yield: 45.2%. Reaction SMILES: [Br:1][C:2]1[CH:3]=[C:4]2[C:13]([N:14]3[CH2:18][CH2:17][CH2:16][CH2:15]3)=[CH:12][CH:11]=[C:10]3[C:5]2=[C:6]([CH:22]=1)[C:7](=[O:21])[N:8](O)[C:9]3=[O:19].C1C(=O)N([Cl:30])C(=O)C1.O>C(O)(=O)C>[Br:1][C:2]1[CH:22]=[C:6]2[C:5]3=[C:10]([CH:11]=[C:12]([Cl:30])[C:13]([N:14]4[CH2:18][CH2:17][CH2:16][CH2:15]4)=[C:4]3[CH:3]=1)[C:9](=[O:19])[NH:8][C:7]2=[O:21]. Reported procedure: A mixture of 5-bromo-2-hydroxy-7-(pyrrolidin-1-yl)-benzo[de]isoquinoline-1,3-dione (0.15 g, 0.42 mmol, from Example 59) and NCS (0.072 g, 0.54 mmol) in acetic acid (12 mL) was reacted at 100° C. for 3 hours. The reaction mixture was cooled and poured into water. The resulting precipitate was collected by filtration, washed with water, and dried to give 0.072 g of the title compound. Reactants: C(C)(C)(C)OC(=O)N1CCC(CC1)N1N=CC=2C1=NC=NC2Cl (4-(4-chloro-pyrazolo[3,4-d]pyrimidin-1-yl)-piperidine-1-carboxylic acid tert-butyl ester), C(C)(C)(C)OC(=O)N1CCC(CC1)N1N=CC=2C1=NC=NC2Cl (4-(4-chloro-pyrazolo[3,4-d]pyrimidin-1-yl)-piperidine-1-carboxylic acid tert-butyl ester), OC1=CC=C(C=C1)C1=NN=NN1 (5-(4-hydroxyphenyl)tetrazole), C([O-])([O-])=O.[K+].[K+] (potassium carbonate). The product is C(C)(C)(C)OC(=O)N1CCC(CC1)N1N=CC=2C1=NC=NC2OC2=CC=C(C=C2)C2=NN=NN2 (4-{4-[4-(1H-Tetrazol-5-yl)-phenoxy]-pyrazolo[3,4-d]pyrimidin-1-yl}-piperidine-1-carboxylic acid tert-butyl ester). The yield is 12.7%. RXN SMILES: [C:1]([O:5][C:6]([N:8]1[CH2:13][CH2:12][CH:11]([N:14]2[C:18]3=[N:19][CH:20]=[N:21][C:22](Cl)=[C:17]3[CH:16]=[N:15]2)[CH2:10][CH2:9]1)=[O:7])([CH3:4])([CH3:3])[CH3:2].[OH:24][C:25]1[CH:30]=[CH:29][C:28]([C:31]2[NH:35][N:34]=[N:33][N:32]=2)=[CH:27][CH:26]=1.C(=O)([O-])[O-].[K+].[K+]>>[C:1]([O:5][C:6]([N:8]1[CH2:13][CH2:12][CH:11]([N:14]2[C:18]3=[N:19][CH:20]=[N:21][C:22]([O:24][C:25]4[CH:30]=[CH:29][C:28]([C:31]5[NH:35][N:34]=[N:33][N:32]=5)=[CH:27][CH:26]=4)=[C:17]3[CH:16]=[N:15]2)[CH2:10][CH2:9]1)=[O:7])([CH3:4])([CH3:3])[CH3:2] |f:2.3.4|. Procedure details: 4-{4-[4-(1H-Tetrazol-5-yl)-phenoxy]-pyrazolo[3,4-d]pyrimidin-1-yl}-piperidine-1-carboxylic acid tert-butyl ester (5.3 mg, 13%) was prepared using the procedure described for the preparation of Example 41 by the reaction of 4-(4-chloro-pyrazolo[3,4-d]pyrimidin-1-yl)-piperidine-1-carboxylic acid tert-butyl ester (Intermediate 19; 30 mg, 0.09 mmol) with 5-(4-hydroxyphenyl)tetrazole (Biofine International Inc., Blaine, Wash., USA; 15 mg, 0.09 mmol) in the presence of potassium carbonate (27 mg, 0.19... Starting materials: CCOC(=O)c1cc(C)nc2c(OCc3ccccc3)cccc12, CCO, C1COCCO1, [OH-], [OH-], [Pd+2]. Yields the product CCOC(=O)c1cc(C)nc2c(O)cccc12. Reaction SMILES: [CH2:1]([c:2]1[cH:3][cH:4][cH:5][cH:6][cH:7]1)[O:8][c:9]1[cH:10][cH:11][cH:12][c:13]2[c:14]([C:20](=[O:21])[O:22][CH2:23][CH3:24])[cH:15][c:16]([CH3:19])[n:17][c:18]12.[CH3:25][CH2:26][OH:27].[O:28]1[CH2:29][CH2:30][O:31][CH2:32][CH2:33]1.[OH-:34].[OH-:36].[Pd+2:35]>>[OH:8][c:9]1[cH:10][cH:11][cH:12][c:13]2[c:14]([C:20](=[O:21])[O:22][CH2:23][CH3:24])[cH:15][c:16]([CH3:19])[n:17][c:18]12.